From a dataset of the Open Reaction Database (ORD), a public repository of structured organic reaction records. describe an organic reaction: reactants, conditions, products, and yield The reactants are CC(C)n1nc(C(=O)NC2CC(CC(=O)O)N(C(=O)OC(C)(C)C)C2)c2ccccc21, CNC. The product is CC(C)n1nc(C(=O)NC2CC(CC(=O)N(C)C)N(C(=O)OC(C)(C)C)C2)c2ccccc21. RXN SMILES: [C:1]([CH3:2])([CH3:3])([CH3:4])[O:5][C:6](=[O:7])[N:8]1[CH:9]([CH2:28][C:29](=[O:30])[OH:31])[CH2:10][CH:11]([NH:13][C:14](=[O:15])[c:16]2[n:17][n:18]([CH:25]([CH3:26])[CH3:27])[c:19]3[cH:20][cH:21][cH:22][cH:23][c:24]23)[CH2:12]1.[CH3:32][NH:33][CH3:34]>>[C:1]([CH3:2])([CH3:3])([CH3:4])[O:5][C:6](=[O:7])[N:8]1[CH:9]([CH2:28][C:29](=[O:30])[N:33]([CH3:32])[CH3:34])[CH2:10][CH:11]([NH:13][C:14](=[O:15])[c:16]2[n:17][n:18]([CH:25]([CH3:26])[CH3:27])[c:19]3[cH:20][cH:21][cH:22][cH:23][c:24]23)[CH2:12]1. Product: C(C)OC(=O)C1(CC1)C1=CC=C(C=C1)C1=CC=C(C=C1)C1=C(C(=NO1)C)CC(CN(S(=O)(=O)C)CC1=CC=CC=C1)O (1-(4′-{4-[3-(Benzyl-methanesulfonyl-amino)-2-hydroxy-propyl]-3-methyl-isoxazol-5-yl}-biphenyl-4-yl)-cyclopropanecarboxylic acid ethyl ester). As a reaction SMILES: [CH2:1]([O:3][C:4]([C:6]1([C:9]2[CH:14]=[CH:13][C:12]([C:15]3[CH:20]=[CH:19][C:18]([C:21]4[O:25][N:24]=[C:23]([CH3:26])[C:22]=4[CH2:27][CH:28]([OH:38])[CH2:29][NH:30][CH2:31][C:32]4[CH:37]=[CH:36][CH:35]=[CH:34][CH:33]=4)=[CH:17][CH:16]=3)=[CH:11][CH:10]=2)[CH2:8][CH2:7]1)=[O:5])[CH3:2].[CH3:39][S:40](Cl)(=[O:42])=[O:41]>>[CH2:1]([O:3][C:4]([C:6]1([C:9]2[CH:10]=[CH:11][C:12]([C:15]3[CH:20]=[CH:19][C:18]([C:21]4[O:25][N:24]=[C:23]([CH3:26])[C:22]=4[CH2:27][CH:28]([OH:38])[CH2:29][N:30]([CH2:31][C:32]4[CH:37]=[CH:36][CH:35]=[CH:34][CH:33]=4)[S:40]([CH3:39])(=[O:42])=[O:41])=[CH:17][CH:16]=3)=[CH:13][CH:14]=2)[CH2:7][CH2:8]1)=[O:5])[CH3:2]. Procedure: Prepared according to the procedure described in Example 3, Step 7, using 1-{4′-[4-(3-benzylamino-2-hydroxy-propyl)-3-methyl-isoxazol-5-yl]-biphenyl-4-yl}-cyclopropanecarboxylic acid ethyl ester and methanesulfonyl chloride. The reactants are C(C)OC(=O)C1(CC1)C1=CC=C(C=C1)C1=CC=C(C=C1)C1=C(C(=NO1)C)CC(CNCC1=CC=CC=C1)O (1-{4′-[4-(3-benzylamino-2-hydroxy-propyl)-3-methyl-isoxazol-5-yl]-biphenyl-4-yl}-cyclopropanecarboxylic acid ethyl ester), CS(=O)(=O)Cl (methanesulfonyl chloride). The reactants are COCCOC, NCc1ccccn1, CS(=O)c1nc(N)nc(-c2ccco2)c1C#N. Yields the product N#Cc1c(NCc2ccccn2)nc(N)nc1-c1ccco1. Reaction SMILES: [CH3:26][O:27][CH2:28][CH2:29][O:30][CH3:31].[NH2:18][CH2:19][c:20]1[n:21][cH:22][cH:23][cH:24][cH:25]1.[NH2:1][c:2]1[n:3][c:4]([S:15]([CH3:16])=[O:17])[c:5]([C:13]#[N:14])[c:6](-[c:8]2[o:9][cH:10][cH:11][cH:12]2)[n:7]1>>[NH2:1][c:2]1[n:3][c:4]([NH:18][CH2:19][c:20]2[n:21][cH:22][cH:23][cH:24][cH:25]2)[c:5]([C:13]#[N:14])[c:6](-[c:8]2[o:9][cH:10][cH:11][cH:12]2)[n:7]1. As a reaction SMILES: [CH2:1]([CH3:2])[O:3][C:4](=[O:5])[C:6]1([CH3:28])[C:7](=[O:27])[NH:8][c:9]2[cH:10][c:11]([NH:18][C:19](=[O:20])[c:21]3[cH:22][cH:23][n:24][cH:25][cH:26]3)[c:12]([N+:15]([O-:16])=[O:17])[cH:13][c:14]21.[CH3:29][OH:30]>>[CH2:1]([CH3:2])[O:3][C:4](=[O:5])[C:6]1([CH3:28])[C:7](=[O:27])[NH:8][c:9]2[cH:10][c:11]([NH:18][C:19](=[O:20])[c:21]3[cH:22][cH:23][n:24][cH:25][cH:26]3)[c:12]([NH2:15])[cH:13][c:14]21. The reactants are CCOC(=O)C1(C)C(=O)Nc2cc(NC(=O)c3ccncc3)c([N+](=O)[O-])cc21, CO. Yields the product CCOC(=O)C1(C)C(=O)Nc2cc(NC(=O)c3ccncc3)c(N)cc21.